From a dataset of the Open Reaction Database (ORD), a public repository of structured organic reaction records. describe an organic reaction: reactants, conditions, products, and yield Starting materials: C(C)(=O)O[C@H]1[C@H](OC2=C(C=CC(=C2)Br)Cl)SC[C@H]([C@@H]1OC(C)=O)OC(C)=O (5-bromo-2-chlorophenyl 2,3,4-tri-O-acetyl-5-thio-β-D-xylopyranoside), CC1=NC=CC(=C1)B(O)O (2-methyl-4-pyridineboronic acid). Product: C(C)(=O)O[C@H]1[C@H](OC2=C(C=CC(=C2)C2=CC(=NC=C2)C)Cl)SC[C@H]([C@@H]1OC(C)=O)OC(C)=O (2-Chloro-5-(2-methyl-4-pyridinyl)phenyl 2,3,4-tri-O-acetyl-5-thio-β-D-xylopyranoside). Reaction SMILES: [C:1]([O:4][C@@H:5]1[C@@H:19]([O:20][C:21](=[O:23])[CH3:22])[C@H:18]([O:24][C:25](=[O:27])[CH3:26])[CH2:17][S:16][C@H:6]1[O:7][C:8]1[CH:13]=[C:12](Br)[CH:11]=[CH:10][C:9]=1[Cl:15])(=[O:3])[CH3:2].[CH3:28][C:29]1[CH:34]=[C:33](B(O)O)[CH:32]=[CH:31][N:30]=1>>[C:1]([O:4][C@@H:5]1[C@@H:19]([O:20][C:21](=[O:23])[CH3:22])[C@H:18]([O:24][C:25](=[O:27])[CH3:26])[CH2:17][S:16][C@H:6]1[O:7][C:8]1[CH:13]=[C:12]([C:33]2[CH:32]=[CH:31][N:30]=[C:29]([CH3:28])[CH:34]=2)[CH:11]=[CH:10][C:9]=1[Cl:15])(=[O:3])[CH3:2]. Procedure: By carrying out the operation analogously to example 3, starting from 5-bromo-2-chlorophenyl 2,3,4-tri-O-acetyl-5-thio-β-D-xylopyranoside, obtained according to preparation X, and 2-methyl-4-pyridineboronic acid, the expected product is obtained and is reacted further without additional purification in order to obtain the nonacetylated xyloside. The product is CCCCCCCNC(=O)N(C)c1cccc(-c2ccc(CCC(=O)O)cc2OCCOC)c1. Reactants: CCCCCCCNC(=O)N(C)c1cccc(-c2ccc(CCC(=O)OC)cc2OCCOC)c1, CO, [Na+], [OH-]. RXN SMILES: [CH2:3]([CH2:4][CH2:5][CH2:6][CH2:7][CH2:8][CH3:9])[NH:10][C:11]([N:12]([CH3:13])[c:14]1[cH:15][c:16](-[c:20]2[c:21]([O:32][CH2:33][CH2:34][O:35][CH3:36])[cH:22][c:23]([CH2:26][CH2:27][C:28](=[O:29])[O:30][CH3:31])[cH:24][cH:25]2)[cH:17][cH:18][cH:19]1)=[O:37].[CH3:38][OH:39].[Na+:2].[OH-:1]>>[CH2:3]([CH2:4][CH2:5][CH2:6][CH2:7][CH2:8][CH3:9])[NH:10][C:11]([N:12]([CH3:13])[c:14]1[cH:15][c:16](-[c:20]2[c:21]([O:32][CH2:33][CH2:34][O:35][CH3:36])[cH:22][c:23]([CH2:26][CH2:27][C:28](=[O:29])[OH:30])[cH:24][cH:25]2)[cH:17][cH:18][cH:19]1)=[O:37].